Task: describe an organic reaction: reactants, conditions, products, and yield. Dataset: the Open Reaction Database (ORD), a public repository of structured organic reaction records Starting materials: ClC=1C=C(C=CC1Cl)[C@@H]1CN(CC[C@H]1N(C(=O)C1=CC=C(C=C1)N1CCOCC1)C)C(=O)OC(C)(C)C (tert-butyl (3R,4R)-3-(3,4-dichlorophenyl)-4-{methyl[(4-morpholin-4-ylphenyl)carbonyl]amino}piperidine-1-carboxylate). Solvent: Cl.CC(C)O (hydrogen chloride 2-propanol). Conditions: temperature 50 celsius, time 1.5 hour. The product is Cl.ClC=1C=C(C=CC1Cl)[C@@H]1CNCC[C@H]1N(C(C1=CC=C(C=C1)N1CCOCC1)=O)C (N-[(3R,4R)-3-(3,4-dichlorophenyl)piperidin-4-yl]-N-methyl-4-morpholin-4-ylbenzamide monohydrochloride). The yield is 243.3%. As a reaction SMILES: [Cl:1][C:2]1[CH:3]=[C:4]([C@H:9]2[C@H:14]([N:15]([CH3:30])[C:16]([C:18]3[CH:23]=[CH:22][C:21]([N:24]4[CH2:29][CH2:28][O:27][CH2:26][CH2:25]4)=[CH:20][CH:19]=3)=[O:17])[CH2:13][CH2:12][N:11](C(OC(C)(C)C)=O)[CH2:10]2)[CH:5]=[CH:6][C:7]=1[Cl:8]>Cl.CC(O)C>[ClH:1].[Cl:1][C:2]1[CH:3]=[C:4]([C@H:9]2[C@H:14]([N:15]([CH3:30])[C:16](=[O:17])[C:18]3[CH:19]=[CH:20][C:21]([N:24]4[CH2:25][CH2:26][O:27][CH2:28][CH2:29]4)=[CH:22][CH:23]=3)[CH2:13][CH2:12][NH:11][CH2:10]2)[CH:5]=[CH:6][C:7]=1[Cl:8] |f:1.2,3.4|. Procedure details: To the compound (1.86 g) obtained in step 2 was added 2N hydrogen chloride/2-propanol (10 mL), and the mixture was stirred at 50° C. for 1.5 hr. The reaction mixture was concentrated under reduced pressure to give N-[(3R,4R)-3-(3,4-dichlorophenyl)piperidin-4-yl]-N-methyl-4-morpholin-4-ylbenzamide monohydrochloride (2.00 g, 100%) as a white powder.